The task is: describe an organic reaction: reactants, conditions, products, and yield. This data is from the Open Reaction Database (ORD), a public repository of structured organic reaction records. Starting materials: C(#N)N1CCC(CC1)C1=NSC2=C1C=CC=C2 (3-(1-cyano-4-piperidinyl)-1,2-benzisothiazole), C1(CC1)CO (cyclopropylcarbinol), Na, [H][H] (hydrogen). Conditions: temperature 60 celsius, time 16 hour. Yields the product C1(CC1)COC(=N)N1CCC(CC1)C1=NSC2=C1C=CC=C2 (4-(1,2-Benzisothiazol-3-yl)piperidine-1-carboximidic acid cyclopropylmethyl ester). As a reaction SMILES: [CH:1]1([CH2:4][OH:5])[CH2:3][CH2:2]1.[H][H].[C:8]([N:10]1[CH2:15][CH2:14][CH:13]([C:16]2[C:20]3[CH:21]=[CH:22][CH:23]=[CH:24][C:19]=3[S:18][N:17]=2)[CH2:12][CH2:11]1)#[N:9]>>[CH:1]1([CH2:4][O:5][C:8]([N:10]2[CH2:15][CH2:14][CH:13]([C:16]3[C:20]4[CH:21]=[CH:22][CH:23]=[CH:24][C:19]=4[S:18][N:17]=3)[CH2:12][CH2:11]2)=[NH:9])[CH2:3][CH2:2]1. Procedure details: To 15 ml of cyclopropylcarbinol was added 0.05 g of Na metal. After the evolution of hydrogen gas ceased, 3-(1-cyano-4-piperidinyl)-1,2-benzisothiazole (4.0 g, 0.016 mole) was added. The temperature was raised to 60° C. to obtain a solution. Heat was removed and the reaction mixture was stirred at ambient temperature for 16 hours. Dry ice was added to the reaction mixture to destroy the excess alkoxide and the mixture was poured into water. The aqueous mixture was extracted with EtOAc. The EtOAc... Starting materials: ClC1=NC=CC(=N1)C(=O)C1CC1 ((2-chloropyrimidin-4-yl)(cyclopropyl)methanone), [BH4-].[Na+] (sodium borohydride). Run in CCOC(=O)C (EtOAc), CO (MeOH). Reaction conditions: time 30 minute. The product is ClC1=NC=CC(=N1)C(O)C1CC1 ((2-chloropyrimidin-4-yl)(cyclopropyl)methanol). Isolated yield 98.9%. As a reaction SMILES: [Cl:1][C:2]1[N:7]=[C:6]([C:8]([CH:10]2[CH2:12][CH2:11]2)=[O:9])[CH:5]=[CH:4][N:3]=1.[BH4-].[Na+]>CO.CCOC(C)=O>[Cl:1][C:2]1[N:7]=[C:6]([CH:8]([CH:10]2[CH2:11][CH2:12]2)[OH:9])[CH:5]=[CH:4][N:3]=1 |f:1.2|. Procedure details: To a solution of (2-chloropyrimidin-4-yl)(cyclopropyl)methanone (150 mg, 0.821 mmol) in MeOH (3 mL) at 0° C. was added sodium borohydride (31 mg, 0.821 mmol) and stirred for 30 min: The solution was diluted with EtOAc, washed with brine, dried with MgSO4, filtered, and concentrated to dryness to afford (2-chloropyrimidin-4-yl)(cyclopropyl)methanol (150 mg, 0.812 mmol, 99% yield). MS ESI: [M+H]+m/z 185.1. 1H NMR (500 MHz, CDCl3) δ 8.60 (d, J=4.0, 1H), 7.41 (d, J=4.0, 1H), 4.12 (d, J=7.9, 1H), 1.1...